describe an organic reaction: reactants, conditions, products, and yield From a dataset of the Open Reaction Database (ORD), a public repository of structured organic reaction records. Starting materials: CS(=O)(=O)Cl (methanesulphonic acid chloride), ClC=1C(=NC=CC1)OCC(CO)O (3-chloro-2-(2',3'-dihydroxy-propoxy)-pyridine), ice water. Run in N1=CC=CC=C1 (pyridine). The product is ClC=1C(=NC=CC1)OCC(COS(=O)(=O)C)O (3-chloro-2-(3'-methanesulphonyloxy-2'-hydroxy-propoxy)-pyridine). RXN SMILES: [CH3:1][S:2](Cl)(=[O:4])=[O:3].[Cl:6][C:7]1[C:8]([O:13][CH2:14][CH:15]([OH:18])[CH2:16][OH:17])=[N:9][CH:10]=[CH:11][CH:12]=1>N1C=CC=CC=1>[Cl:6][C:7]1[C:8]([O:13][CH2:14][CH:15]([OH:18])[CH2:16][O:17][S:2]([CH3:1])(=[O:4])=[O:3])=[N:9][CH:10]=[CH:11][CH:12]=1. Procedure: 25.2 g of methanesulphonic acid chloride are added dropwise over the course of 1 hour to a solution of 40.6 g of 3-chloro-2-(2',3'-dihydroxy-propoxy)-pyridine in 100 ml of pyridine whilst stirring and cooling at 0°-5° C. The reaction mixture is then stirred further for 5 hours at room temperature and is subsequently poured onto 200 ml of ice water. The oil which separates out is isolated as in Example (1b). Crude 3-chloro-2-(3'-methanesulphonyloxy-2'-hydroxy-propoxy)-pyridine is thus obtained an... Reactants: [C-]#N.[K+].C(#N)CCC=1C=C2CC(NC2=CC1)=O (5-Cyanoethyl-2-indolinone Potassium cyanide), CS(=O)C (dimethylsulfoxide), ClCCC=1C=C2CC(NC2=CC1)=O (5-Chloroethyl-2-indolinone), CS(=O)C (dimethyl sulfoxide), ice water. Reaction conditions: temperature 90 celsius. The product is C(=O)(O)CCC=1C=C2CC(NC2=CC1)=O (5-Carboxyethyl-2-indolinone). Isolated yield 42.0%. As a reaction SMILES: [C-]#N.[K+].C(CCC1C=C2C(=CC=1)N[C:12](=[O:17])C2)#N.Cl[CH2:19][CH2:20][C:21]1[CH:22]=[C:23]2[C:27](=[CH:28][CH:29]=1)[NH:26][C:25](=[O:30])[CH2:24]2.CS(C)=[O:33]>>[C:12]([CH2:19][CH2:20][C:21]1[CH:22]=[C:23]2[C:27](=[CH:28][CH:29]=1)[NH:26][C:25](=[O:30])[CH2:24]2)([OH:17])=[O:33] |f:0.1.2|. Reported procedure: Synthesis of 5-Cyanoethyl-2-indolinone Potassium cyanide (2.02 g) was added to 15 mL of dimethylsulfoxide and heated to 90° C. 5-Chloroethyl-2-indolinone (3.0 g) dissolved in 5 mL of dimethyl sulfoxide was added slowly with stirring, and the reaction heated to 150° C. for 2 hours. The mixture was cooled, poured into ice water and the precipitate collected by vacuum filtration, washed with water, and dried to give crude product. The crude material was chromatographed on silica gel in 5% methanol ... Reactants: ClC=1C=C(C2=C(N1)N(N=C2)C(C)C)C(=O)O (6-Chloro-1-(1-methylethyl)-1H-pyrazolo[3,4-b]pyridine-4-carboxylic acid), ON1N=NC2=C1N=CC=C2 (1-hydroxy-7-azabenzotriazole), C(CCl)Cl (EDC), NCC=1C(NC(=CC1C)C)=O (3-(aminomethyl)-4,6-dimethyl-2(1H)-pyridinone), CN1CCOCC1 (N-methylmorpholine). Solvent: CS(=O)C (dimethyl sulfoxide), O (water). Conditions: time 10 minute. Yields the product ClC=1C=C(C2=C(N1)N(N=C2)C(C)C)C(=O)NCC=2C(NC(=CC2C)C)=O (6-Chloro-N-[(4,6-dimethyl-2-oxo-1,2-dihydro-3-pyridinyl)methyl]-1-(1-methylethyl)-1H-pyrazolo[3,4-b]pyridine-4-carboxamide). RXN SMILES: [Cl:1][C:2]1[CH:3]=[C:4]([C:14]([OH:16])=O)[C:5]2[CH:10]=[N:9][N:8]([CH:11]([CH3:13])[CH3:12])[C:6]=2[N:7]=1.ON1C2N=CC=CC=2N=N1.C(Cl)CCl.[NH2:31][CH2:32][C:33]1[C:34](=[O:41])[NH:35][C:36]([CH3:40])=[CH:37][C:38]=1[CH3:39].CN1CCOCC1>CS(C)=O.O>[Cl:1][C:2]1[CH:3]=[C:4]([C:14]([NH:31][CH2:32][C:33]2[C:34](=[O:41])[NH:35][C:36]([CH3:40])=[CH:37][C:38]=2[CH3:39])=[O:16])[C:5]2[CH:10]=[N:9][N:8]([CH:11]([CH3:12])[CH3:13])[C:6]=2[N:7]=1. Reported procedure: 6-Chloro-1-(1-methylethyl)-1H-pyrazolo[3,4-b]pyridine-4-carboxylic acid (0.12 g, 0.501 mmol), 1-hydroxy-7-azabenzotriazole (0.102 g, 0.751 mmol), EDC (0.144 g, 0.751 mmol), and 3-(aminomethyl)-4,6-dimethyl-2(1H)-pyridinone (0.123 g, 0.651 mmol) were dissolved in dimethyl sulfoxide (3.0 mL) and stirred at room temperature. Added next to the stirring contents was N-methylmorpholine (0.220 mL, 2.003 mmol) via syringe at once. After stirring at room temperature overnight, the reaction mixture was sl... The reactants are C1(CCCCC1)C1(OCC(CO1)(C)C)CN ((2-cyclohexyl-5,5-dimethyl-1,3-dioxan-2-yl)methylamine), CC(C)C1=C(C(=CC=C1)C(C)C)N=C=O (2,6-bis(1-methylethyl)phenylisocyanate). Run in CCCCCC.C(C)OC(C)=O (n-hexane ethylacetate). Reaction conditions: time 2 hour. Yields the product CC(C)C1=C(C(=CC=C1)C(C)C)NC(=O)NCC1(OCC(CO1)(C)C)C1CCCCC1 (N-[2,6-bis(1-methylethyl)phenyl]-N'-(2-cyclohexyl-5,5-dimethyl-1,3-dioxan-2-yl)methylurea). Yield: 8.9%. Reaction SMILES: [CH:1]1([C:7]2([CH2:15][NH2:16])[O:12][CH2:11][C:10]([CH3:14])([CH3:13])[CH2:9][O:8]2)[CH2:6][CH2:5][CH2:4][CH2:3][CH2:2]1.[CH3:17][CH:18]([C:20]1[CH:25]=[CH:24][CH:23]=[C:22]([CH:26]([CH3:28])[CH3:27])[C:21]=1[N:29]=[C:30]=[O:31])[CH3:19]>CCCCCC.C(OC(=O)C)C>[CH3:19][CH:18]([C:20]1[CH:25]=[CH:24][CH:23]=[C:22]([CH:26]([CH3:27])[CH3:28])[C:21]=1[NH:29][C:30]([NH:16][CH2:15][C:7]1([CH:1]2[CH2:2][CH2:3][CH2:4][CH2:5][CH2:6]2)[O:12][CH2:11][C:10]([CH3:13])([CH3:14])[CH2:9][O:8]1)=[O:31])[CH3:17] |f:2.3|. Procedure details: To a stirred solution of (2-cyclohexyl-5,5-dimethyl-1,3-dioxan-2-yl)methylamine (2.27 g 0.100 mole) in 40 ml of n-hexane/ethylacetate (5:1) is added dropwise at room temperature 2,6-bis(1-methylethyl)phenylisocyanate (1.94 g 0.105 mole). The reaction mixture is stirred at room temperature for two hours. Precipitated solid is filtered, washed with n-pentane/ether (1:1) and dried, yielding 3.85 g of N-[2,6-bis(1-methylethyl)phenyl]-N'-(2-cyclohexyl-5,5-dimethyl-1,3-dioxan-2-yl)methylurea. The reactants are Cl.N[C@H]1C[C@H](C1)NC=1C(=NC2=CC=CC(=C2N1)C1=CC=2C(NCCC2N1)=O)C (2-(3-((cis-3-aminocyclobutyl)amino)-2-methylquinoxalin-5-yl)-6,7-dihydro-1H-pyrrolo[3,2-c]pyridin-4(5H)-one hydrochloride), ClCCOCCCl (bis(2-chloroethyl) ether), CCN(C(C)C)C(C)C (DIPEA). Solvent: CN(C)C=O (DMF). Run at temperature 150 celsius, time 70 minute. The product is N1C=CC=2C(NCCC21)=O (6,7-dihydro-1H-pyrrolo[3,2-c]pyridin-4(5H)-one). Isolated yield 20.0%. RXN SMILES: Cl.N[C@@H]1C[C@H](NC2C(C)=NC3C(N=2)=C([C:18]2[NH:26][C:25]4[CH2:24][CH2:23][NH:22][C:21](=[O:27])[C:20]=4[CH:19]=2)C=CC=3)C1.ClCCOCCCl.CCN(C(C)C)C(C)C>CN(C=O)C>[NH:26]1[C:25]2[CH2:24][CH2:23][NH:22][C:21](=[O:27])[C:20]=2[CH:19]=[CH:18]1 |f:0.1|. Procedure details: A suspension of 2-(3-((cis-3-aminocyclobutyl)amino)-2-methylquinoxalin-5-yl)-6,7-dihydro-1H-pyrrolo[3,2-c]pyridin-4(5H)-one hydrochloride (Example 435; 26.0 mg, 0.065 mmol), bis(2-chloroethyl) ether (Aldrich; 0.015 mL, 0.130 mmol), and DIPEA (0.068 mL, 0.391 mmol) in DMF (1.0 mL) was stirred in a sealed flask at 150° C. for 70 min. The reaction mixture was then concentrated onto silica gel and chromatographically purified (silica gel, 0-10% (2M NH3 in MeOH)/DCM). Product-containing fractions wer...